This data is from the Open Reaction Database (ORD), a public repository of structured organic reaction records. The task is: describe an organic reaction: reactants, conditions, products, and yield The reactants are C1CCOC1, C[Si](C)(C)[N-][Si](C)(C)C, Cc1c(C#N)cnc2ccccc12, COCCl, [Cl-], [Li+], [NH4+], O. Product: COCCc1c(C#N)cnc2ccccc12. As a reaction SMILES: [CH2:30]1[O:31][CH2:32][CH2:33][CH2:34]1.[CH3:15][Si:16]([N-:17][Si:18]([CH3:19])([CH3:20])[CH3:21])([CH3:22])[CH3:23].[CH3:1][c:2]1[c:3]([C:12]#[N:13])[cH:4][n:5][c:6]2[cH:7][cH:8][cH:9][cH:10][c:11]12.[CH3:24][O:25][CH2:26][Cl:27].[Cl-:28].[Li+:14].[NH4+:29].[OH2:35]>>[CH2:1]([c:2]1[c:3]([C:12]#[N:13])[cH:4][n:5][c:6]2[cH:7][cH:8][cH:9][cH:10][c:11]12)[CH2:26][O:25][CH3:24]. Starting materials: C(C)(C)(C)OC(=O)N1[C@@H](CC(CC1)=C)C(=O)OCC1=CC=CC=C1 ((S)-4-methylene-piperidine-1,2-dicarboxylic acid 2-benzyl ester 1-tert-butyl ester), C(C)(C)(C)OC(=O)N1[C@@H](CC(CC1)=C)C(=O)OCC1=CC=CC=C1 ((S)-4-methylene-piperidine-1,2-dicarboxylic acid 2-benzyl ester 1-tert-butyl ester), [N+](=[N-])=C (diazomethane). Run in C1CCOC1 (THF), CCOCC (ether). Reaction conditions: time 10 hour. Yields the product C(C)(C)(C)OC(=O)N1[C@@H](CC2(CC2)CC1)C(=O)OCC1=CC=CC=C1 ((S)-6-Aza-spiro[2.5]octane-5,6-dicarboxylic acid 5-benzyl ester 6-tert-butyl ester), oil. Yield: 88.0%. RXN SMILES: [C:1]([O:5][C:6]([N:8]1[CH2:13][CH2:12][C:11](=[CH2:14])[CH2:10][C@H:9]1[C:15]([O:17][CH2:18][C:19]1[CH:24]=[CH:23][CH:22]=[CH:21][CH:20]=1)=[O:16])=[O:7])([CH3:4])([CH3:3])[CH3:2].[N+](=[CH2:27])=[N-]>C1COCC1.CCOCC>[C:1]([O:5][C:6]([N:8]1[CH2:13][CH2:12][C:11]2([CH2:27][CH2:14]2)[CH2:10][C@H:9]1[C:15]([O:17][CH2:18][C:19]1[CH:20]=[CH:21][CH:22]=[CH:23][CH:24]=1)=[O:16])=[O:7])([CH3:4])([CH3:2])[CH3:3]. Reported procedure: To a solution of (S)-4-methylene-piperidine-1,2-dicarboxylic acid 2-benzyl ester 1-tert-butyl ester (intermediate 15 prepared by Method A, 120 g, 0.36 mol) in anhydrous THF (1 L) was added diazomethane in ether (500 ml) [which was prepared from methyl-3-nitro-1-nitroxoguanide (213 g) in 40% KOH (1 L)] at −25° C. to −35° C. slowly under the protection of nitrogen and warmed to room temperature slowly (about 4 hours) and stirred at room temperature for 10 hours. The mixture is filtered and the liq... Reactants: CCOC(C)=O, CCCCCC, Nc1c(Cl)cc(S(N)(=O)=O)cc1Cl, Cl, Cl[Cu], O. Yields the product NS(=O)(=O)c1cc(Cl)c(Cl)c(Cl)c1. Reaction SMILES: [CH3:15][CH2:16][O:17][C:18]([CH3:19])=[O:20].[CH3:21][CH2:22][CH2:23][CH2:24][CH2:25][CH3:26].[Cl:1][c:2]1[cH:3][c:4]([S:10](=[O:11])(=[O:12])[NH2:13])[cH:5][c:6]([Cl:9])[c:7]1[NH2:8].[ClH:14].[Cu:28][Cl:29].[OH2:27]>>[Cl:1][c:2]1[cH:3][c:4]([S:10](=[O:11])(=[O:12])[NH2:13])[cH:5][c:6]([Cl:9])[c:7]1[Cl:14]. Starting materials: COC1=CC(=C(C=C1)NC1=CC=CC=C1)C ((4-Methoxy-2-methylphenyl)phenylamine), IC1=CC=C(C=C1)C1=CC=C(C=C1)C1=CC=C(C=C1)I (4,4″-diiodo-p-terphenyl), C([O-])([O-])=O.[K+].[K+] (potassium carbonate), CCCCCCCCCCCC (n-dodecane). Reagents/catalysts: [Cu] (copper). Conditions: temperature 205 celsius, time 30 hour. Yields the product COC1=CC(=C(C=C1)N(C1=CC=C(C=C1)C1=CC=C(C=C1)C1=CC=C(C=C1)N(C1=CC=CC=C1)C1=C(C=C(C=C1)OC)C)C1=CC=CC=C1)C (N,N′-di(4-methoxy-2-methylphenyl)-N,N′-diphenyl-4,4″-diamino-p-terphenyl). Yield: 80.0%. RXN SMILES: [CH3:1][O:2][C:3]1[CH:8]=[CH:7][C:6]([NH:9][C:10]2[CH:15]=[CH:14][CH:13]=[CH:12][CH:11]=2)=[C:5]([CH3:16])[CH:4]=1.I[C:18]1[CH:23]=[CH:22][C:21]([C:24]2[CH:29]=[CH:28][C:27]([C:30]3[CH:35]=[CH:34][C:33](I)=[CH:32][CH:31]=3)=[CH:26][CH:25]=2)=[CH:20][CH:19]=1.[C:37](=[O:40])([O-])[O-].[K+].[K+].CCCCC[CH2:48][CH2:49][CH2:50][CH2:51][CH2:52][CH2:53][CH3:54]>[Cu]>[CH3:1][O:2][C:3]1[CH:8]=[CH:7][C:6]([N:9]([C:10]2[CH:11]=[CH:12][CH:13]=[CH:14][CH:15]=2)[C:18]2[CH:23]=[CH:22][C:21]([C:24]3[CH:29]=[CH:28][C:27]([C:30]4[CH:35]=[CH:34][C:33]([N:9]([C:54]5[CH:53]=[CH:52][C:51]([O:40][CH3:37])=[CH:50][C:49]=5[CH3:48])[C:6]5[CH:7]=[CH:8][CH:3]=[CH:4][CH:5]=5)=[CH:32][CH:31]=4)=[CH:26][CH:25]=3)=[CH:20][CH:19]=2)=[C:5]([CH3:16])[CH:4]=1 |f:2.3.4|. Procedure: (4-Methoxy-2-methylphenyl)phenylamine (14.1 g (0.066 mol)), 14.5 g (0.030 mol) of 4,4″-diiodo-p-terphenyl, 5.0 g (0.036 mol) of anhydrous potassium carbonate, 0.38 g (0.006 mol) of copper powder and 15 ml of n-dodecane were mixed, and heated up to 200 to 210° C. while introducing nitrogen gas, followed by stirring for 30 hours. After the termination of the reaction, the reaction product was extracted with 400 ml of toluene, and insoluble matter was removed by filtration. Then, the filtrate was c... Reactants: CC(=O)O, CCOC(C)=O, CC(O)c1nnc(-c2ccc3occ(-c4cccc(OC(F)(F)F)c4)c3c2)o1, CCOC(=O)N=NC(=O)OCC, C1CCOC1, c1ccc(P(c2ccccc2)c2ccccc2)cc1, Cc1ccccc1. Product: CC(=O)OC(C)c1nnc(-c2ccc3occ(-c4cccc(OC(F)(F)F)c4)c3c2)o1. RXN SMILES: [CH3:29][C:30]([OH:31])=[O:32].[CH3:76][CH2:77][O:78][C:79](=[O:80])[CH3:81].[F:1][C:2]([O:3][c:4]1[cH:5][c:6](-[c:10]2[cH:11][o:12][c:13]3[c:14]2[cH:15][c:16](-[c:19]2[n:20][n:21][c:22]([CH:24]([CH3:25])[OH:26])[o:23]2)[cH:17][cH:18]3)[cH:7][cH:8][cH:9]1)([F:27])[F:28].[N:59]([C:60]([O:61][CH2:62][CH3:63])=[O:64])=[N:65][C:66]([O:67][CH2:68][CH3:69])=[O:70].[O:71]1[CH2:72][CH2:73][CH2:74][CH2:75]1.[c:33]1([P:34]([c:35]2[cH:36][cH:37][cH:38][cH:39][cH:40]2)[c:41]2[cH:42][cH:43][cH:44][cH:45][cH:46]2)[cH:47][cH:48][cH:49][cH:50][cH:51]1.[c:52]1([CH3:53])[cH:54][cH:55][cH:56][cH:57][cH:58]1>>[F:1][C:2]([O:3][c:4]1[cH:5][c:6](-[c:10]2[cH:11][o:12][c:13]3[c:14]2[cH:15][c:16](-[c:19]2[n:20][n:21][c:22]([CH:24]([CH3:25])[O:26][C:30]([CH3:29])=[O:31])[o:23]2)[cH:17][cH:18]3)[cH:7][cH:8][cH:9]1)([F:27])[F:28].